This data is from the Open Reaction Database (ORD), a public repository of structured organic reaction records. The task is: describe an organic reaction: reactants, conditions, products, and yield Reported procedure: To 21.9 g (94.9 mmol) of 4-bromo-2-isopropoxyphenol obtained in Reference Example 6-(a) were added 2.01 g (9.56 mmol) of tetraethylammonium bromide, 150 ml of 1,4-dioxane, 11.2 g (275 mmol) of sodium hydroxide and 10 ml of water, and the mixture was stirred at 80° C. Then, the mixture was stirred at the same temperature for 1 hour while blowing 40.4 g of chlorodifluoromethane therein. After completion of the reaction, water was added to the reaction mixture, a pH of the mixture was adjusted to 7... Reactants: BrC1=CC(=C(C=C1)O)OC(C)C (4-bromo-2-isopropoxyphenol), Cl (hydrochloric acid), [OH-].[Na+] (sodium hydroxide), ClC(F)F (chlorodifluoromethane). Reaction conditions: temperature 80 celsius. The product is BrC1=CC(=C(C=C1)OC(F)F)OC(C)C (4-Bromo-1-difluoromethoxy-2-isopropoxybenzene). Solvent: O (water), O1CCOCC1 (1,4-dioxane), O (water). The reagents and catalysts are [Br-].C(C)[N+](CC)(CC)CC (tetraethylammonium bromide). Reaction SMILES: [Br:1][C:2]1[CH:7]=[CH:6][C:5]([OH:8])=[C:4]([O:9][CH:10]([CH3:12])[CH3:11])[CH:3]=1.[OH-].[Na+].Cl[CH:16]([F:18])[F:17].Cl>[Br-].C([N+](CC)(CC)CC)C.O.O1CCOCC1>[Br:1][C:2]1[CH:7]=[CH:6][C:5]([O:8][CH:16]([F:18])[F:17])=[C:4]([O:9][CH:10]([CH3:12])[CH3:11])[CH:3]=1 |f:1.2,5.6|. Yield: 31.0%.